From a dataset of the Open Reaction Database (ORD), a public repository of structured organic reaction records. describe an organic reaction: reactants, conditions, products, and yield Isolated yield 55.3%. The solvent is ClCCl (dichloromethane), C1(=CC=CC=C1)C (toluene), ClCCl (dichloromethane). The product is C(C1=CC=CC=C1)(=O)OCC=1CCN(CC1)CC1=CNC=2C=CC=NC21 (3-(4-benzoyloxymethyl-1,2,3,6-tetrahydropyridin-1-yl)methyl-1H-pyrrolo[2,3]pyridine). Conditions: temperature 0 celsius, time 1.5 hour. As a reaction SMILES: [CH2:1]([N:8]1[CH2:13][CH:12]=[C:11]([CH2:14][O:15][C:16](=[O:23])[C:17]2[CH:22]=[CH:21][CH:20]=[CH:19][CH:18]=2)[CH2:10][CH2:9]1)[C:2]1[CH:7]=[CH:6][CH:5]=[CH:4][CH:3]=1.ClC(OC(Cl)=O)C.[NH:31]1[CH:36]=CCCC1.C[N:38](CC1C2C(=NC=CC=2)NC=1)C>ClCCl.C1(C)C=CC=CC=1>[C:16]([O:15][CH2:14][C:11]1[CH2:10][CH2:9][N:8]([CH2:1][C:2]2[C:7]3[N:38]=[CH:3][CH:4]=[CH:5][C:6]=3[NH:31][CH:36]=2)[CH2:13][CH:12]=1)(=[O:23])[C:17]1[CH:18]=[CH:19][CH:20]=[CH:21][CH:22]=1. Reactants: ClC(C)OC(=O)Cl (1-chloroethyl-chloroformate), N1CCCC=C1 (tetrahydropyridine), CN(C)CC1=CNC2=NC=CC=C21 (3-dimethylaminomethyl-1H-pyrrolo[2,3-b]pyridine), C(C1=CC=CC=C1)N1CCC(=CC1)COC(C1=CC=CC=C1)=O (benzoic acid 1-benzyl-1,2,3,6-tetrahydropyridin-4-ylmethyl ester). Procedure details: A solution of benzoic acid 1-benzyl-1,2,3,6-tetrahydropyridin-4-ylmethyl ester (1.35 g, 4.4 mmol) in anhydrous dichloromethane (50 ml) was cooled to 0° C. and treated with a solution of 1-chloroethyl-chloroformate (0.62 ml, 5.7 mmol) in anhydrous dichloromethane (10 ml). After stirring at 0° C. for 1.5 hours, the solvent was evaporated and the residue redissolved in methanol (50 ml). This solution was stirred at reflux for two hours. The solvent was evaporated and the residue partitioned between... The reactants are oxalate salt, N1=CC(=CC=C1)COC(NC1=CC=C(C=C1)C#N)=S (3-pyridylmethyl-N-(4-cyanophenyl)thiocarbamate), O.O.C(C(=O)O)(=O)O (oxalic acid dihydrate). The solvent is COCCO (methyl cellosolve), COCCO (methyl cellosolve). Reaction conditions: time 18 hour. Yields the product C(C(=O)O)(=O)O.C(#N)C1=CC=C(C=C1)NC(OCC=1C=NC=CC1)=S (3-pyridylmethyl N-(4-cyanophenyl)thiocarbamate oxalate). RXN SMILES: [N:1]1[CH:6]=[CH:5][CH:4]=[C:3]([CH2:7][O:8][C:9](=[S:19])[NH:10][C:11]2[CH:16]=[CH:15][C:14]([C:17]#[N:18])=[CH:13][CH:12]=2)[CH:2]=1.O.O.[C:22]([OH:27])(=[O:26])[C:23]([OH:25])=[O:24]>COCCO>[C:22]([OH:27])(=[O:26])[C:23]([OH:25])=[O:24].[C:17]([C:14]1[CH:15]=[CH:16][C:11]([NH:10][C:9](=[S:19])[O:8][CH2:7][C:3]2[CH:2]=[N:1][CH:6]=[CH:5][CH:4]=2)=[CH:12][CH:13]=1)#[N:18] |f:1.2.3,5.6|. Procedure: The oxalate salt of Example I is made by dissolving 3-pyridylmethyl-N-(4-cyanophenyl)thiocarbamate (2.69 g., 0.01 mole) in 75 ml. of methyl cellosolve and adding to this stirred solution, a solution of oxalic acid dihydrate (1.26 g., 0.01 mole) in 10 ml. of methyl cellosolve. The resulting thick suspension is allowed to stand at room temperature for 18 hours. The mixture is filtered and dried in vacuo to give 2.75 g. melting at 189° C. with decomposition. The product structure is confirmed by in... The reactants are acid, C[Si](C)(C)C=[N+]=[N-] (Trimethylsilyldiazomethane), [I-].COC1=CC(=C(C=C1OC)C=1OCC([N+]1C)(C)C)C(CC1=CC=CC=C1)C (2-[4,5-dimethoxy-2-(1-methyl-2-phenyl-ethyl)-phenyl]-3,4,4-trimethyl-4,5-dihydro-oxazolium iodide), [OH-].[Na+] (NaOH), Cl (HCl). The solvent is C1=CC=CC=C1 (benzene), CO (MeOH), CO (methanol). Reaction conditions: temperature 0 celsius. Product: COC(C1=C(C=C(C(=C1)OC)OC)C(CC1=CC=CC=C1)C)=O (4,5-dimethoxy-2-(1-methyl-2-phenyl-ethyl)-benzoic acid methyl ester). Isolated yield 88.3%. RXN SMILES: [I-].[CH3:2][O:3][C:4]1[C:9]([O:10][CH3:11])=[CH:8][C:7]([C:12]2[O:13][CH2:14]C(C)(C)[N+]=2C)=[C:6]([CH:20]([CH3:28])[CH2:21][C:22]2[CH:27]=[CH:26][CH:25]=[CH:24][CH:23]=2)[CH:5]=1.[OH-:29].[Na+].Cl.C[Si](C=[N+]=[N-])(C)C>CO.C1C=CC=CC=1>[CH3:14][O:13][C:12](=[O:29])[C:7]1[CH:8]=[C:9]([O:10][CH3:11])[C:4]([O:3][CH3:2])=[CH:5][C:6]=1[CH:20]([CH3:28])[CH2:21][C:22]1[CH:27]=[CH:26][CH:25]=[CH:24][CH:23]=1 |f:0.1,2.3|. Procedure details: To a solution of 2-[4,5-dimethoxy-2-(1-methyl-2-phenyl-ethyl)-phenyl]-3,4,4-trimethyl-4,5-dihydro-oxazolium iodide (5.132 g, 10.4 mmol) in 52 mL methanol was added 4 M NaOH (5.2 mL, 20.7 mmol). The solution was warmed to reflux. After 16 hours the solution was cooled to 0° C. and acidified to pH=1 with concentrated HCl. The mixture was extracted with ethyl acetate, washed with H2O and washed with brine. The combined organics were dried over Na2SO4, filtered and concentrated in vacuo to give a cr... Starting materials: O=C([O-])[O-], CI, CC#N, CCc1c(C2=NCC(=O)N2)nn(-c2ccc(Cl)cc2Cl)c1-c1ccc(Cl)cc1, [K+], [K+], O. The product is CCc1c(C2=NCC(=O)N2C)nn(-c2ccc(Cl)cc2Cl)c1-c1ccc(Cl)cc1. As a reaction SMILES: [C:29](=[O:30])([O-:31])[O-:32].[CH3:35][I:36].[CH3:38][C:39]#[N:40].[Cl:1][c:2]1[cH:3][cH:4][c:5](-[c:8]2[c:9]([CH2:27][CH3:28])[c:10]([C:21]3=[N:22][CH2:23][C:24](=[O:26])[NH:25]3)[n:11][n:12]2-[c:13]2[c:14]([Cl:20])[cH:15][c:16]([Cl:19])[cH:17][cH:18]2)[cH:6][cH:7]1.[K+:33].[K+:34].[OH2:37]>>[Cl:1][c:2]1[cH:3][cH:4][c:5](-[c:8]2[c:9]([CH2:27][CH3:28])[c:10]([C:21]3=[N:22][CH2:23][C:24](=[O:26])[N:25]3[CH3:29])[n:11][n:12]2-[c:13]2[c:14]([Cl:20])[cH:15][c:16]([Cl:19])[cH:17][cH:18]2)[cH:6][cH:7]1. Reactants: COC(=O)Cl (methylchloroformate), NC(CCSC)C(=O)N (DL-methionine amide), [OH-].[Na+] (sodium hydroxide). Solvent: O (water), O (water). Yields the product COC(=O)NC(CCSC)C(=O)N (Nα -methoxycarbonyl-DL-methionine amide). Isolated yield 60.4%. As a reaction SMILES: [CH3:1][O:2][C:3](Cl)=[O:4].[NH2:6][CH:7]([C:12]([NH2:14])=[O:13])[CH2:8][CH2:9][S:10][CH3:11].[OH-].[Na+]>O>[CH3:1][O:2][C:3]([NH:6][CH:7]([C:12]([NH2:14])=[O:13])[CH2:8][CH2:9][S:10][CH3:11])=[O:4] |f:2.3|. Procedure details: 85 ml (1.11 moles) methylchloroformate were dripped into a solution of 150 g (1.02 moles) DL-methionine amide in 200 ml water at 5-10° C., during which the pH was maintained at 8-10 by the addition of sodium hydroxide solution. After 30 min of subsequent reaction 60 ml water were added, whereupon crystals formed which were filtered off, washed with water and dissolved in 250 ml water. This solution was extracted twice and the crystallization mother liquor extracted once with 500 ml methylene chl... Starting materials: CS(=O)(=O)C1=CC=C(C=C1)O (4-methylsulfonylphenol), Cl.ClC1=CC=NC=C1 (4-chloropyridine hydrochloride). Run at temperature 150 celsius, time 4 hour. The product is CS(=O)(=O)C1=CC=C(OC2=CC=NC=C2)C=C1 (4-[4-(methylsulfonyl)phenoxy]pyridine). Yield: 19.1%. RXN SMILES: [CH3:1][S:2]([C:5]1[CH:10]=[CH:9][C:8]([OH:11])=[CH:7][CH:6]=1)(=[O:4])=[O:3].Cl.Cl[C:14]1[CH:19]=[CH:18][N:17]=[CH:16][CH:15]=1>>[CH3:1][S:2]([C:5]1[CH:10]=[CH:9][C:8]([O:11][C:14]2[CH:19]=[CH:18][N:17]=[CH:16][CH:15]=2)=[CH:7][CH:6]=1)(=[O:3])=[O:4] |f:1.2|. Reported procedure: A mixture of 4-methylsulfonylphenol (2.93g, 17 mmol) and 4-chloropyridine hydrochloride (2.93 g, 19.5 mmol) was heated at 150° C., resulting in a gradual melt, which was stirred at 150° C. for 4 h, then partitioned between ethyl acetate and 1N NaOH. The organic extract was dried over MgSO4, filtered, and concentrated to 1.3 g of a yellow solid. The solid was recrystallized from ethyl acetate-ether to give 0.81 g of the title compound as a white solid. The reactants are CC(C)(C)OC(=O)CBr, O=C(OCc1ccccc1)N1CCc2c([nH]c3ccccc23)C1, CCOC(C)=O, [H-], [Na+], CN(C)C=O. The product is CC(C)(C)OC(=O)Cn1c2c(c3ccccc31)CCN(C(=O)OCc1ccccc1)C2. As a reaction SMILES: [Br:26][CH2:27][C:28](=[O:29])[O:30][C:31]([CH3:32])([CH3:33])[CH3:34].[CH2:1]([c:2]1[cH:3][cH:4][cH:5][cH:6][cH:7]1)[O:8][C:9](=[O:10])[N:11]1[CH2:12][c:13]2[nH:14][c:15]3[cH:16][cH:17][cH:18][cH:19][c:20]3[c:21]2[CH2:22][CH2:23]1.[CH3:40][CH2:41][O:42][C:43](=[O:44])[CH3:45].[H-:24].[Na+:25].[O:35]=[CH:36][N:37]([CH3:38])[CH3:39]>>[CH2:1]([c:2]1[cH:3][cH:4][cH:5][cH:6][cH:7]1)[O:8][C:9](=[O:10])[N:11]1[CH2:12][c:13]2[n:14]([CH2:27][C:28](=[O:29])[O:30][C:31]([CH3:32])([CH3:33])[CH3:34])[c:15]3[cH:16][cH:17][cH:18][cH:19][c:20]3[c:21]2[CH2:22][CH2:23]1.